Dataset: the Open Reaction Database (ORD), a public repository of structured organic reaction records. Task: describe an organic reaction: reactants, conditions, products, and yield As a reaction SMILES: [Br:1][c:2]1[cH:3][cH:4][c:5]([O:10][CH3:11])[c:6]([CH2:7][OH:8])[cH:9]1.[C:17]([CH3:18])([CH3:19])([CH3:20])[Si:21]([CH3:22])([CH3:23])[Cl:24].[CH3:26][N:27]([CH3:28])[CH:29]=[O:30].[OH2:25].[nH:12]1[cH:13][cH:14][n:15][cH:16]1>>[Br:1][c:2]1[cH:3][cH:4][c:5]([O:10][CH3:11])[c:6]([CH2:7][O:8][Si:21]([C:17]([CH3:18])([CH3:19])[CH3:20])([CH3:22])[CH3:23])[cH:9]1. Yields the product COc1ccc(Br)cc1CO[Si](C)(C)C(C)(C)C. The reactants are COc1ccc(Br)cc1CO, CC(C)(C)[Si](C)(C)Cl, CN(C)C=O, O, c1c[nH]cn1. Procedure: A mixture of 53.3 g. of ethyl 5-nitro-2-furancarboxylate, 5 g. of 10% palladium on carbon, and 250 ml. of absolute ethanol is shaken in an atmosphere of hydrogen until no more hydrogen is taken up. The catalyst is filtered and the filtrate evaporated. The thick oily residue is dissolved in a small amount of methylene chloride and the solution is filtered through Magnesol. The solvent is evaporated to yield the product. Starting materials: [N+](=O)([O-])C1=CC=C(O1)C(=O)OCC (ethyl 5-nitro-2-furancarboxylate), [H][H] (hydrogen), [H][H] (hydrogen). Yields the product NC1=CC=C(O1)C(=O)OCC (ethyl 5-amino-2-furancarboxylate). Reagents/catalysts: [Pd] (palladium on carbon). The solvent is C(C)O (ethanol). As a reaction SMILES: [N+:1]([C:4]1[O:8][C:7]([C:9]([O:11][CH2:12][CH3:13])=[O:10])=[CH:6][CH:5]=1)([O-])=O.[H][H]>[Pd].C(O)C>[NH2:1][C:4]1[O:8][C:7]([C:9]([O:11][CH2:12][CH3:13])=[O:10])=[CH:6][CH:5]=1. The reactants are O=C(Cl)Oc1ccc([N+](=O)[O-])cc1, Nc1ccc(N2CCOCC2=O)cc1F. Yields the product O=C(Nc1ccc(N2CCOCC2=O)cc1F)Oc1ccc([N+](=O)[O-])cc1. RXN SMILES: [Cl:16][C:17](=[O:18])[O:19][c:20]1[cH:21][cH:22][c:23]([N+:26](=[O:27])[O-:28])[cH:24][cH:25]1.[NH2:1][c:2]1[c:3]([F:15])[cH:4][c:5]([N:8]2[C:9](=[O:14])[CH2:10][O:11][CH2:12][CH2:13]2)[cH:6][cH:7]1>>[NH:1]([c:2]1[c:3]([F:15])[cH:4][c:5]([N:8]2[C:9](=[O:14])[CH2:10][O:11][CH2:12][CH2:13]2)[cH:6][cH:7]1)[C:17](=[O:18])[O:19][c:20]1[cH:21][cH:22][c:23]([N+:26](=[O:27])[O-:28])[cH:24][cH:25]1. The reactants are C(#N)[BH3-].[Na+] (sodium cyanoborohydride), O (water), O=C1CN(CC1)C(=O)OC(C)(C)C (tert-butyl 3-oxopyrrolidine-1-carboxylate), N1(CCNCC1)C(=O)OCC1=CC=CC=C1 (benzyl piperazine-1-carboxylate). The reagents and catalysts are CC([O-])C.CC([O-])C.CC([O-])C.CC([O-])C.[Ti+4] (titanium tetraisopropoxide). Run in C(C)O (ethanol). Reaction conditions: temperature 25 celsius, time 1 hour. Product: N1CC(CC1)N1CCN(CC1)C(=O)OCC1=CC=CC=C1 (Benzyl 4-pyrrolidin-3-ylpiperazine-1-carboxylate). As a reaction SMILES: O=[C:2]1[CH2:6][CH2:5][N:4](C(OC(C)(C)C)=O)[CH2:3]1.[N:14]1([C:20]([O:22][CH2:23][C:24]2[CH:29]=[CH:28][CH:27]=[CH:26][CH:25]=2)=[O:21])[CH2:19][CH2:18][NH:17][CH2:16][CH2:15]1.C([BH3-])#N.[Na+].O>C(O)C.CC(C)[O-].CC(C)[O-].CC(C)[O-].CC(C)[O-].[Ti+4]>[NH:4]1[CH2:5][CH2:6][CH:2]([N:17]2[CH2:16][CH2:15][N:14]([C:20]([O:22][CH2:23][C:24]3[CH:29]=[CH:28][CH:27]=[CH:26][CH:25]=3)=[O:21])[CH2:19][CH2:18]2)[CH2:3]1 |f:2.3,6.7.8.9.10|. Procedure details: A mixture of tert-butyl 3-oxopyrrolidine-1-carboxylate 45-1 (0.32 g, 1.73 mmol)), benzyl piperazine-1-carboxylate 45-2 (0.38 g, 1.73 mmol) and titanium tetraisopropoxide (0.61 g, 2.16 mmol) were stirred at 25° C. for 1 hour. Then the viscous solution was diluted with 2 mL of absolute ethanol and sodium cyanoborohydride (0.073 g, 1.16 mmol) was added. After stirring for 18 hours at 25° C., 1 mL of water was added and the solids filtered off. The filtrate was then dried under reduced pressure, red... Starting materials: COC1=CC=C(CN2N=C(C=3C2=NC=CC3OC3=C(C=C(C=C3)NC(=O)C3C(N(CC3)C)=O)F)I)C=C1 (N-(4-(1-(4-methoxybenzyl)-3-iodo-1H-pyrazolo[3,4-b]pyridin-4-yloxy)-3-fluorophenyl)-1-methyl-2-oxopyrrolidine-3-carboxamide), CNC(=O)C1=CC=C(C=C1)B(O)O (4-(methylcarbamoyl)phenylboronic acid), C(=O)([O-])[O-].[Na+].[Na+] (Na2CO3). The reagents and catalysts are [Pd].C1(=CC=CC=C1)P(C1=CC=CC=C1)C1=CC=CC=C1.C1(=CC=CC=C1)P(C1=CC=CC=C1)C1=CC=CC=C1.C1(=CC=CC=C1)P(C1=CC=CC=C1)C1=CC=CC=C1.C1(=CC=CC=C1)P(C1=CC=CC=C1)C1=CC=CC=C1 (tetrakis(triphenylphosphine) palladium). Solvent: COCCOC (DME). Reaction conditions: temperature 60 celsius, time 4 hour. The product is FC=1C=C(C=CC1OC1=C2C(=NC=C1)N(N=C2C2=CC=C(C=C2)C(NC)=O)CC2=CC=C(C=C2)OC)NC(=O)C2C(N(CC2)C)=O (N-(3-fluoro-4-(1-(4-methoxybenzyl)-3-(4-(methylcarbamoyl)phenyl)-1H-pyrazolo[3,4-b]pyridin-4-yloxy)phenyl)-1-methyl-2-oxopyrrolidine-3-carboxamide). The yield is 53.4%. RXN SMILES: [CH3:1][O:2][C:3]1[CH:37]=[CH:36][C:6]([CH2:7][N:8]2[C:12]3=[N:13][CH:14]=[CH:15][C:16]([O:17][C:18]4[CH:23]=[CH:22][C:21]([NH:24][C:25]([CH:27]5[CH2:31][CH2:30][N:29]([CH3:32])[C:28]5=[O:33])=[O:26])=[CH:20][C:19]=4[F:34])=[C:11]3[C:10](I)=[N:9]2)=[CH:5][CH:4]=1.[CH3:38][NH:39][C:40]([C:42]1[CH:47]=[CH:46][C:45](B(O)O)=[CH:44][CH:43]=1)=[O:41].C([O-])([O-])=O.[Na+].[Na+]>[Pd].C1(P(C2C=CC=CC=2)C2C=CC=CC=2)C=CC=CC=1.C1(P(C2C=CC=CC=2)C2C=CC=CC=2)C=CC=CC=1.C1(P(C2C=CC=CC=2)C2C=CC=CC=2)C=CC=CC=1.C1(P(C2C=CC=CC=2)C2C=CC=CC=2)C=CC=CC=1.COCCOC>[F:34][C:19]1[CH:20]=[C:21]([NH:24][C:25]([CH:27]2[CH2:31][CH2:30][N:29]([CH3:32])[C:28]2=[O:33])=[O:26])[CH:22]=[CH:23][C:18]=1[O:17][C:16]1[CH:15]=[CH:14][N:13]=[C:12]2[N:8]([CH2:7][C:6]3[CH:36]=[CH:37][C:3]([O:2][CH3:1])=[CH:4][CH:5]=3)[N:9]=[C:10]([C:45]3[CH:46]=[CH:47][C:42]([C:40](=[O:41])[NH:39][CH3:38])=[CH:43][CH:44]=3)[C:11]=12 |f:2.3.4,5.6.7.8.9|. Procedure details: A 50 mL round-bottomed flask was charged with N-(4-(1-(4-methoxybenzyl)-3-iodo-1H-pyrazolo[3,4-b]pyridin-4-yloxy)-3-fluorophenyl)-1-methyl-2-oxopyrrolidine-3-carboxamide (20.0 mg, 0.0325 mmol), 4-(methylcarbamoyl)phenylboronic acid (17.5 mg, 0.0975 mmol), tetrakis(triphenylphosphine) palladium (7.51 mg, 0.00650 mmol), Na2CO3 (0.0812 ml, 0.162 mmol) and DME (10 mL). The reaction mixture was stirred at 60° C. for 4 hours, and then partitioned between EtOAc and H2O. The phases were separated, and t... Reactants: Fc1cc(C2CCCN2)ccc1Br, O=C([O-])[O-], O=C(Cl)OCc1ccccc1, [K+], [K+], C1COCCO1, O. Reaction SMILES: [Br:1][c:2]1[c:3]([F:13])[cH:4][c:5]([CH:8]2[NH:9][CH2:10][CH2:11][CH2:12]2)[cH:6][cH:7]1.[C:14](=[O:15])([O-:16])[O-:17].[Cl:20][C:21](=[O:22])[O:23][CH2:24][c:25]1[cH:26][cH:27][cH:28][cH:29][cH:30]1.[K+:18].[K+:19].[O:31]1[CH2:32][CH2:33][O:34][CH2:35][CH2:36]1.[OH2:37]>>[Br:1][c:2]1[c:3]([F:13])[cH:4][c:5]([CH:8]2[N:9]([C:21](=[O:22])[O:23][CH2:24][c:25]3[cH:26][cH:27][cH:28][cH:29][cH:30]3)[CH2:10][CH2:11][CH2:12]2)[cH:6][cH:7]1. Yields the product O=C(OCc1ccccc1)N1CCCC1c1ccc(Br)c(F)c1.